From a dataset of the Open Reaction Database (ORD), a public repository of structured organic reaction records. describe an organic reaction: reactants, conditions, products, and yield Reactants: N1C=NC(=C1)C(=O)NN (imidazole-4-carboxylic acid hydrazide), C(OCC)(OCC)OCC (triethyl orthoformate), C1(=CC=CC=C1)OC1=CC=CC=C1 (diphenyl ether), C (charcoal). The solvent is petroleum ether, C(C)O (ethanol), CO (methanol). Conditions: temperature 240 celsius. Product: C1(C=2N(C=NN1)C=NC2)=O (Imidazo[1,5-d]-as-triazin-1(2H)-one). As a reaction SMILES: [NH:1]1[CH:5]=[C:4]([C:6]([NH:8][NH2:9])=[O:7])[N:3]=[CH:2]1.[CH:10](OCC)(OCC)OCC.C1(OC2C=CC=CC=2)C=CC=CC=1.C>CO.C(O)C>[C:6]1(=[O:7])[NH:8][N:9]=[CH:10][N:3]2[CH:2]=[N:1][CH:5]=[C:4]12. Procedure details: A mixture of 6.30 gm. of imidazole-4-carboxylic acid hydrazide [Jones et al., J.A.C.S. 71, 2444 (1949)], 63 ml. of triethyl orthoformate and 500 ml. of ethanol is stirred and refluxed for 81/2 hours. The mixture is concentrated in vacuo to a solid. A 100 ml. portion of diphenyl ether is added and the mixture is heated at 240° C. for 15 minutes. The mixture is cooled to room temperature, petroleum ether is added and a solid is collected. This solid is boiled with 150 ml. of methanol. The insolubl...